Dataset: the Open Reaction Database (ORD), a public repository of structured organic reaction records. Task: describe an organic reaction: reactants, conditions, products, and yield Starting materials: C1(CCCC1)N1N=C(C(=C1N)C(=O)N)CC (1-cyclopentyl-3-ethyl-5-amino-1H-pyrazole-4-carboxamide), Cl (HCl), [Na] (Sodium), COC1=C(C=CC=C1)CC(=O)OC (methyl 2-methoxyphenylacetate). Solvent: C(C)O (ethanol), O (water). Product: C1(CCCC1)N1NC(=C2C1=NC(=NC2=O)CC2=C(C=CC=C2)OC)CC (1-cyclopentyl-3-ethyl-6-(2-methoxyphenylmethyl)pyrazolo[3,4-d]pyrimidin-4-one). Isolated yield 52.7%. Reaction SMILES: [Na].[CH:2]1([N:7]2[C:11]([NH2:12])=[C:10]([C:13]([NH2:15])=[O:14])[C:9]([CH2:16][CH3:17])=[N:8]2)[CH2:6][CH2:5][CH2:4][CH2:3]1.[CH3:18][O:19][C:20]1[CH:25]=[CH:24][CH:23]=[CH:22][C:21]=1[CH2:26][C:27](OC)=O.Cl>C(O)C.O>[CH:2]1([N:7]2[C:11]3=[N:12][C:27]([CH2:26][C:21]4[CH:22]=[CH:23][CH:24]=[CH:25][C:20]=4[O:19][CH3:18])=[N:15][C:13](=[O:14])[C:10]3=[C:9]([CH2:16][CH3:17])[NH:8]2)[CH2:3][CH2:4][CH2:5][CH2:6]1 |^1:0|. Reported procedure: Sodium (590 mg) was dissolved in ethanol (45 mL) and then 1-cyclopentyl-3-ethyl-5-amino-1H-pyrazole-4-carboxamide (2.65 g, 12 mmol), followed by methyl 2-methoxyphenylacetate (4.7 g, 26 mmol) were added. The reaction mixture was refluxed overnight, the solvent was stripped and the residue was treated with water and then 2N HCl. The product was collected by filtration and recrystallized from ethyl acetate to afford 2.23 g of 1-cyclopentyl-3-ethyl-6-(2-methoxyphenylmethyl)pyrazolo[3,4-d]pyrimidin-... Conditions: temperature 100 celsius. Reported procedure: To (R)-methyl 6-(5-(3-(pyrrolidine-1-carbonyl)piperidin-1-yl)-3H-imidazo[4,5-b]pyridin-2-yl)picolinate (200 mg, 0.460 mmol) in toluene (5 mL) were added sequentially a freshly prepared saturated solution of ammonia in dioxane (10 mL) at −20° C., and trimethylaluminum (0.099 g, 1.348 mmol). The reaction vessel was sealed and was heated at 100° C. for 16 h. The mixture was cooled to room temperature and was partitioned between ethyl acetate, and water. The organic layer was dried over sodium sulfa... Product: N1(CCCC1)C(=O)[C@H]1CN(CCC1)C1=CC=C2C(=N1)NC(=N2)C2=CC=CC(=N2)C(=O)N ((R)-6-(5-(3-(Pyrrolidine-1-carbonyl)piperidin-1-yl)-3H-imidazo[4,5-b]pyridin-2-yl)picolinamide). RXN SMILES: [N:1]1([C:6]([C@@H:8]2[CH2:13][CH2:12][CH2:11][N:10]([C:14]3[N:19]=[C:18]4[NH:20][C:21]([C:23]5[N:28]=[C:27]([C:29](OC)=[O:30])[CH:26]=[CH:25][CH:24]=5)=[N:22][C:17]4=[CH:16][CH:15]=3)[CH2:9]2)=[O:7])[CH2:5][CH2:4][CH2:3][CH2:2]1.[NH3:33].C[Al](C)C>C1(C)C=CC=CC=1.O1CCOCC1>[N:1]1([C:6]([C@@H:8]2[CH2:13][CH2:12][CH2:11][N:10]([C:14]3[N:19]=[C:18]4[NH:20][C:21]([C:23]5[N:28]=[C:27]([C:29]([NH2:33])=[O:30])[CH:26]=[CH:25][CH:24]=5)=[N:22][C:17]4=[CH:16][CH:15]=3)[CH2:9]2)=[O:7])[CH2:5][CH2:4][CH2:3][CH2:2]1. Reactants: C[Al](C)C (trimethylaluminum), N1(CCCC1)C(=O)[C@H]1CN(CCC1)C1=CC=C2C(=N1)NC(=N2)C2=CC=CC(=N2)C(=O)OC ((R)-methyl 6-(5-(3-(pyrrolidine-1-carbonyl)piperidin-1-yl)-3H-imidazo[4,5-b]pyridin-2-yl)picolinate), N (ammonia). The solvent is C1(=CC=CC=C1)C (toluene), O1CCOCC1 (dioxane). The yield is 37.4%. Reported procedure: 2-((2R)-2-(N-((2R)-2-(N-tert-Butoxycarbonyl-N-methylamino)-3-(2-naphthyl)-propionyl)-N-methylamino)-3-phenylpropionylamino)-1,1-dimethylethyl acetate (511 mg, 0.85 mmol) was dissolved in dichloromethane (2 ml) and cooled to 0° C. Trifluoroacetic acid (2 ml) was added, and the solution was stirred for 15 min at 0° C. The solvents were removed in vacuo without warming. The residue was dissolved in dichloromethane (50 ml), and the solvent was removed in vacuo. The latter is procedure was repeated t... Reaction conditions: temperature 0 celsius, time 15 minute. Solvent: ClCCl (dichloromethane). As a reaction SMILES: [C:1]([O:4][C:5]([CH3:44])([CH3:43])[CH2:6][NH:7][C:8](=[O:42])[C@H:9]([N:17]([C:19](=[O:41])[C@H:20]([N:32](C(OC(C)(C)C)=O)[CH3:33])[CH2:21][C:22]1[CH:31]=[CH:30][C:29]2[C:24](=[CH:25][CH:26]=[CH:27][CH:28]=2)[CH:23]=1)[CH3:18])[CH2:10][C:11]1[CH:16]=[CH:15][CH:14]=[CH:13][CH:12]=1)(=[O:3])[CH3:2].FC(F)(F)C(O)=O>ClCCl>[C:1]([O:4][C:5]([CH3:44])([CH3:43])[CH2:6][NH:7][C:8](=[O:42])[C@H:9]([N:17]([CH3:18])[C:19](=[O:41])[C@H:20]([NH:32][CH3:33])[CH2:21][C:22]1[CH:31]=[CH:30][C:29]2[C:24](=[CH:25][CH:26]=[CH:27][CH:28]=2)[CH:23]=1)[CH2:10][C:11]1[CH:12]=[CH:13][CH:14]=[CH:15][CH:16]=1)(=[O:3])[CH3:2]. The product is C(C)(=O)OC(CNC([C@@H](CC1=CC=CC=C1)N(C([C@@H](CC1=CC2=CC=CC=C2C=C1)NC)=O)C)=O)(C)C (1,1-dimethyl-2-((2R)-2-(N-methyl-N-((2R)-2-methylamino-3-(2-naphthyl)propionyl)amino)-3-phenylpropionylamino)ethyl acetate). Starting materials: C(C)(=O)OC(CNC([C@@H](CC1=CC=CC=C1)N(C)C([C@@H](CC1=CC2=CC=CC=C2C=C1)N(C)C(=O)OC(C)(C)C)=O)=O)(C)C (2-((2R)-2-(N-((2R)-2-(N-tert-Butoxycarbonyl-N-methylamino)-3-(2-naphthyl)-propionyl)-N-methylamino)-3-phenylpropionylamino)-1,1-dimethylethyl acetate), FC(C(=O)O)(F)F (Trifluoroacetic acid).